Dataset: the Open Reaction Database (ORD), a public repository of structured organic reaction records. Task: describe an organic reaction: reactants, conditions, products, and yield The reactants are C(C)(=O)O (Acetic acid), C(=O)C1CCC=2C(=CC=CC12)C#N (1-Formyl-2,3-dihydro-1H-indene-4-carbonitrile), C(#N)[BH3-].[Na+] (sodium cyanoborohydride), N1(CCNCC1)C(=O)OC(C)(C)C (tert-butyl piperazine-1-carboxylate). Run in CO (MeOH). Run at time 8 hour. The product is C(#N)C1=C2CCC(C2=CC=C1)CN1CCN(CC1)C(=O)OC(C)(C)C (tert-butyl 4-[(4-cyano-2,3-dihydro-1H-inden-1-yl)methyl]piperazine-1-carboxylate). As a reaction SMILES: [CH:1]([CH:3]1[C:11]2[CH:10]=[CH:9][CH:8]=[C:7]([C:12]#[N:13])[C:6]=2[CH2:5][CH2:4]1)=O.[N:14]1([C:20]([O:22][C:23]([CH3:26])([CH3:25])[CH3:24])=[O:21])[CH2:19][CH2:18][NH:17][CH2:16][CH2:15]1.C([BH3-])#N.[Na+].C(O)(=O)C>CO>[C:12]([C:7]1[CH:8]=[CH:9][CH:10]=[C:11]2[C:6]=1[CH2:5][CH2:4][CH:3]2[CH2:1][N:17]1[CH2:16][CH2:15][N:14]([C:20]([O:22][C:23]([CH3:26])([CH3:25])[CH3:24])=[O:21])[CH2:19][CH2:18]1)#[N:13] |f:2.3|. Procedure: 1-Formyl-2,3-dihydro-1H-indene-4-carbonitrile (0.22 g, 1.3 mmol) was dissolved in MeOH (8 mL) and treated with tert-butyl piperazine-1-carboxylate (0.35 g, 1.9 mmol) followed by treatment of sodium cyanoborohydride (0.40 g, 6.43 mmol) and few drops of Acetic acid. The resulting mixture was then stirred at room temperature overnight. LC indicated completion of the reaction. The reaction mixture was concentrated in vacuo, treated with EtOAc and washed with saturated NaHCO3, dried with Na2SO4, filt... Reactants: C[O-].[Na+] (sodium methoxide), BrCCCCCC=C(C(=O)O)NC(=O)C1C(C1)(C)C (8-bromo-2-(2,2-dimethylcyclopropanecarboxamido)-2-octenoic acid). Solvent: CO (methanol). Product: CC1(C(C1)C(=O)N\C(\C(=O)O)=C/CCCCCOC)C (Z-2-(2,2-dimethylcyclopropanecarboxamido)-8-methoxy-2-octenoic acid). Isolated yield 49.4%. Reaction SMILES: [CH3:1][O-:2].[Na+].Br[CH2:5][CH2:6][CH2:7][CH2:8][CH2:9][CH:10]=[C:11]([NH:15][C:16]([CH:18]1[CH2:20][C:19]1([CH3:22])[CH3:21])=[O:17])[C:12]([OH:14])=[O:13]>CO>[CH3:21][C:19]1([CH3:22])[CH2:20][CH:18]1[C:16]([NH:15]/[C:11](=[CH:10]\[CH2:9][CH2:8][CH2:7][CH2:6][CH2:5][O:2][CH3:1])/[C:12]([OH:14])=[O:13])=[O:17] |f:0.1|. Procedure details: To a solution of 2.43 mmoles of sodium methoxide in 5 ml of methanol was added 332 mg (1 mmole) of 8-bromo-2-(2,2-dimethylcyclopropanecarboxamido)-2-octenoic acid. The solution was heated under reflux in a nitrogen atmosphere for 1 hr. The reaction mixture was evaporated under reduced pressure, the residue dissolved in water and acidified with 2.5 N hydrochloric acid. The oil which precipitated was extracted with ether (3X). The ether extracts were washed with water, and saturated brine and drie... Reactants: COC1=C(C(=C(C=C1)OC)N)N (3,6-dimethoxy-benzene-1,2-diamine), C(C1=CC=CC=C1)OC(=O)N(CCCC(=O)O)C (4-(benzyloxycarbonyl-methyl-amino)-butyric acid), CCN(C(C)C)C(C)C (DIPEA), C=1C=CC2=C(C1)N=NN2O (HOBt). Reagents/catalysts: CN(C)C=1C=CN=CC1 (DMAP). Solvent: C(Cl)Cl (DCM), C(Cl)Cl (DCM), C(CCl)Cl (EDC). Run at time 10 minute. The product is C(C1=CC=CC=C1)OC(N(C)CCCC(NC1=C(C(=CC=C1OC)OC)N)=O)=O ([3-(2-Amino-3,6-dimethoxy-phenylcarbamoyl)-propyl]-methyl-carbamic acid benzyl ester). Reaction SMILES: [CH2:1]([O:8][C:9]([N:11]([CH3:18])[CH2:12][CH2:13][CH2:14][C:15]([OH:17])=O)=[O:10])[C:2]1[CH:7]=[CH:6][CH:5]=[CH:4][CH:3]=1.CCN(C(C)C)C(C)C.C1C=CC2N(O)N=NC=2C=1.[CH3:38][O:39][C:40]1[CH:45]=[CH:44][C:43]([O:46][CH3:47])=[C:42]([NH2:48])[C:41]=1[NH2:49]>C(Cl)Cl.CN(C1C=CN=CC=1)C.C(Cl)CCl>[CH2:1]([O:8][C:9](=[O:10])[N:11]([CH2:12][CH2:13][CH2:14][C:15](=[O:17])[NH:48][C:42]1[C:43]([O:46][CH3:47])=[CH:44][CH:45]=[C:40]([O:39][CH3:38])[C:41]=1[NH2:49])[CH3:18])[C:2]1[CH:3]=[CH:4][CH:5]=[CH:6][CH:7]=1. Procedure details: To a solution of 3.1 g of 4-(benzyloxycarbonyl-methyl-amino)-butyric acid in 80 mL DCM were added 6.5 mL of DIPEA, 1.8 g of HOBt, 2.6 g of EDC and 154 mg of DMAP. After stirring for 10 min, 2.1 g of 3,6-dimethoxy-benzene-1,2-diamine, dissolved in 20 mL DCM, were added and the mixture was stirred at rt overnight. The reaction was quenched with sat. aq. NaHCO3, the phases were separated and the organic phase was washed with brine, dried over MgSO4 and concentrated in vacuo to yield the crude title... The reactants are BrC1=CC=C(C(C(=O)OCC)=C1)O (Ethyl 5-bromosalicylate), ClC1=CC=NC2=CC(=C(C=C12)OC)OC (4-chloro-6,7-dimethoxyquinoline). The reagents and catalysts are CN(C1=CC=NC=C1)C (4-dimethylaminopyridine). Run in ClC1=C(C=CC=C1)Cl (o-dichlorobenzene). Reaction conditions: temperature 120 celsius, time 8 hour. Product: BrC=1C=CC(=C(C(=O)OCC)C1)OC1=CC=NC2=CC(=C(C=C12)OC)OC (Ethyl 5-bromo-2-[(6,7-dimethoxy-4-quinolyl)oxy]benzoate). The yield is 7.7%. RXN SMILES: [Br:1][C:2]1[CH:12]=[C:6]([C:7]([O:9][CH2:10][CH3:11])=[O:8])[C:5]([OH:13])=[CH:4][CH:3]=1.Cl[C:15]1[C:24]2[C:19](=[CH:20][C:21]([O:27][CH3:28])=[C:22]([O:25][CH3:26])[CH:23]=2)[N:18]=[CH:17][CH:16]=1>CN(C)C1C=CN=CC=1.ClC1C=CC=CC=1Cl>[Br:1][C:2]1[CH:3]=[CH:4][C:5]([O:13][C:15]2[C:24]3[C:19](=[CH:20][C:21]([O:27][CH3:28])=[C:22]([O:25][CH3:26])[CH:23]=3)[N:18]=[CH:17][CH:16]=2)=[C:6]([CH:12]=1)[C:7]([O:9][CH2:10][CH3:11])=[O:8]. Procedure: Ethyl 5-bromosalicylate (299 mg), 4-chloro-6,7-dimethoxyquinoline (270 mg), and 4-dimethylaminopyridine (440 mg) were suspended in o-dichlorobenzene (1 ml), and the suspension was stirred at 120° C. overnight. The reaction solution was cooled to room temperature, and the solvent was removed by distillation under the reduced pressure. Water was then added to the residue, and the mixture was extracted with chloroform. The chloroform layer was washed with water and was dried over anhydrous sodium s... The reactants are NN1C(C2=CC=CC=C2C(=N1)C1=CC=C(C=C1)Cl)=O (2-amino-4-(4-chlorophenyl)phthalazin-1(2H)-one), OC1=CC=C(C=C1)CC(=O)O (2-(4-hydroxyphenyl)acetic acid). Product: ClC1=CC=C(C=C1)C1=NN(C(C2=CC=CC=C12)=O)NC(CC1=CC=C(C=C1)O)=O (N-[4-(4-chlorophenyl)-1-oxophthalazin-2(1H)-yl]-2-(4-hydroxyphenyl)acetamide). Reaction SMILES: [NH2:1][N:2]1[N:11]=[C:10]([C:12]2[CH:17]=[CH:16][C:15]([Cl:18])=[CH:14][CH:13]=2)[C:9]2[C:4](=[CH:5][CH:6]=[CH:7][CH:8]=2)[C:3]1=[O:19].[OH:20][C:21]1[CH:26]=[CH:25][C:24]([CH2:27][C:28](O)=[O:29])=[CH:23][CH:22]=1>>[Cl:18][C:15]1[CH:16]=[CH:17][C:12]([C:10]2[C:9]3[C:4](=[CH:5][CH:6]=[CH:7][CH:8]=3)[C:3](=[O:19])[N:2]([NH:1][C:28](=[O:29])[CH2:27][C:24]3[CH:25]=[CH:26][C:21]([OH:20])=[CH:22][CH:23]=3)[N:11]=2)=[CH:13][CH:14]=1. Procedure: The product of Example 86A and 2-(4-hydroxyphenyl)acetic acid were treated using a method similar to that described in Example 57 to give the title compound. 1H NMR (500 MHz, DMSO-d6/Deuterium Oxide) δ ppm 8.38-8.42 (m, 1H), 7.95-8.02 (m, 2H), 7.72-7.75 (m, 1H), 7.60-7.67 (m, 4H), 7.17-7.19 (m, 2H), 6.73-6.75 (m, 2H), 3.57 (s, 2H); MS (ESI−) M/Z 404 (M−H)−. Starting materials: C(C1=CC=CC=C1)OC1(CCN(CC1)CC1C(C2=CC=C(C=C2C1)O)O)CC1=CC=C(C=C1)C ((1RS,2SR)-2-[4-benzyloxy-4-(4-methyl-benzyl)-piperidine-1-ylmethyl]-indan-1,5-diol). The reagents and catalysts are [Pd] (Pd/C). Solvent: CO (MeOH). Yields the product OC1(CCN(CC1)CC1C(C2=CC=C(C=C2C1)O)O)CC1=CC=C(C=C1)C ((1RS, 2SR)-2-[4-hydroxy-4-(4-methyl-benzyl)-piperidine-1-ylmethyl]-indan-1,5-diol). Isolated yield 99.5%. As a reaction SMILES: C([O:8][C:9]1([CH2:27][C:28]2[CH:33]=[CH:32][C:31]([CH3:34])=[CH:30][CH:29]=2)[CH2:14][CH2:13][N:12]([CH2:15][CH:16]2[CH2:24][C:23]3[C:18](=[CH:19][CH:20]=[C:21]([OH:25])[CH:22]=3)[CH:17]2[OH:26])[CH2:11][CH2:10]1)C1C=CC=CC=1>CO.[Pd]>[OH:8][C:9]1([CH2:27][C:28]2[CH:33]=[CH:32][C:31]([CH3:34])=[CH:30][CH:29]=2)[CH2:14][CH2:13][N:12]([CH2:15][CH:16]2[CH2:24][C:23]3[C:18](=[CH:19][CH:20]=[C:21]([OH:25])[CH:22]=3)[CH:17]2[OH:26])[CH2:11][CH2:10]1. Procedure: A solution of (1RS,2RS)and (1RS,2SR)-2-[4-benzyloxy-4-(4-methyl-benzyl)-piperidine-1-ylmethyl]-indan-1,5-diol (0.83 g, 1.82 mmol) in MeOH (100 ml) and Pd/C 10% (100 mg) was stirred vigorously under a hydrogen atmosphere for 1 hr at ambient temperature. After removal of the catalyst and evaporation of the solvent the title compound (1RS,2RS) and (1RS, 2SR)-2-[4-hydroxy-4-(4-methyl-benzyl)-piperidine-1-ylmethyl]-indan-1,5-diol (664 mg, 1.81 mmol, 99%) was afforded as a white amorphous foam, (1:1) ... Starting materials: OC1=CC=C(C=C1)C1=NC=C(N=C1)CCCCCC (2-p-hydroxyphenyl-5-n-hexylpyrazine), C(CC)[C@@H]1CC[C@H](CC1)CBr (trans-4-n-propyl-1-bromomethylcyclohexane), C([O-])([O-])=O.[K+].[K+] (potassium carbonate). Solvent: CN(C=O)C (dimethylformamide). Product: C(CC)[C@@H]1CC[C@H](CC1)COC1=CC=C(C=C1)C1=NC=C(N=C1)CCCCCC (4-(5-n-hexylpyrazin-2-yl)-phenyl trans-4-n-propylcyclohexylmethyl ether). RXN SMILES: [OH:1][C:2]1[CH:7]=[CH:6][C:5]([C:8]2[CH:13]=[N:12][C:11]([CH2:14][CH2:15][CH2:16][CH2:17][CH2:18][CH3:19])=[CH:10][N:9]=2)=[CH:4][CH:3]=1.[CH2:20]([C@H:23]1[CH2:28][CH2:27][C@H:26]([CH2:29]Br)[CH2:25][CH2:24]1)[CH2:21][CH3:22].C(=O)([O-])[O-].[K+].[K+]>CN(C)C=O>[CH2:20]([C@H:23]1[CH2:28][CH2:27][C@H:26]([CH2:29][O:1][C:2]2[CH:3]=[CH:4][C:5]([C:8]3[CH:13]=[N:12][C:11]([CH2:14][CH2:15][CH2:16][CH2:17][CH2:18][CH3:19])=[CH:10][N:9]=3)=[CH:6][CH:7]=2)[CH2:25][CH2:24]1)[CH2:21][CH3:22] |f:2.3.4|. Reported procedure: A mixture of 11 g of 2-p-hydroxyphenyl-5-n-hexylpyrazine, 7.8 g of trans-4-n-propyl-1-bromomethylcyclohexane, 8.6 g of potassium carbonate and 50 ml of dimethylformamide is heated at 90° for 10 hours. Customary working up gives 4-(5-n-hexylpyrazin-2-yl)-phenyl trans-4-n-propylcyclohexylmethyl ether. The product is BrC=1C=C(C=2C=NN(C2C1)C(C)C)C(=O)NCC=1C(NC(=CC1C1=CC=NC=C1)C)=O (6-bromo-1-(1-methylethyl)-N-[(6-methyl-2-oxo-1,2-dihydro-4,4′-bipyridin-3-yl)methyl]-1H-indazole-4-carboxamide). Reaction conditions: time 12 hour. Isolated yield 45.2%. The solvent is C(CCl)Cl (EDC), CS(=O)C (DMSO), C(CCl)Cl (EDC). Reactants: amine, C1=CC2=C(N=C1)N(N=N2)O (HOAt), CN1CCOCC1 (N-methylmorpholine), BrC=1C=C(C=2C=NN(C2C1)C(C)C)C(=O)O (6-bromo-1-(1-methylethyl)-1H-indazole-4-carboxylic acid), NCC=1C(NC(=CC1C1=CC=NC=C1)C)=O (3-(aminomethyl)-6-methyl-4,4′-bipyridin-2(1H)-one), ON1N=NC2=C1N=CC=C2 (1-hydroxy-7-azabenzotriazole). As a reaction SMILES: [Br:1][C:2]1[CH:3]=[C:4]([C:14]([OH:16])=O)[C:5]2[CH:6]=[N:7][N:8]([CH:11]([CH3:13])[CH3:12])[C:9]=2[CH:10]=1.[NH2:17][CH2:18][C:19]1[C:20](=[O:32])[NH:21][C:22]([CH3:31])=[CH:23][C:24]=1[C:25]1[CH:30]=[CH:29][N:28]=[CH:27][CH:26]=1.ON1C2N=CC=CC=2N=N1.CN1CCOCC1>C(Cl)CCl.CS(C)=O>[Br:1][C:2]1[CH:3]=[C:4]([C:14]([NH:17][CH2:18][C:19]2[C:20](=[O:32])[NH:21][C:22]([CH3:31])=[CH:23][C:24]=2[C:25]2[CH:26]=[CH:27][N:28]=[CH:29][CH:30]=2)=[O:16])[C:5]2[CH:6]=[N:7][N:8]([CH:11]([CH3:12])[CH3:13])[C:9]=2[CH:10]=1. Reported procedure: To a reaction vial were added 6-bromo-1-(1-methylethyl)-1H-indazole-4-carboxylic acid (90 mg, 0.318 mmol), 3-(aminomethyl)-6-methyl-4,4′-bipyridin-2(1H)-one (103 mg, 0.477 mmol), 1-hydroxy-7-azabenzotriazole (64.9 mg, 0.477 mmol), EDC (91 mg, 0.477 mmol) and DMSO (10 mL) followed by N-methylmorpholine (0.140 mL, 1.272 mmol) in one portion. The reaction contents were stirred at RT for 12 hr, after which time an additional 20 mg each of amine, EDC, and HOAt were added. After stirring for an additi...